This data is from the Open Reaction Database (ORD), a public repository of structured organic reaction records. The task is: describe an organic reaction: reactants, conditions, products, and yield The reactants are C(=O)([O-])[O-].[Na+].[Na+] (Na2CO3), COC(C1=C(C(=CC=C1)[N+](=O)[O-])Cl)=O (2-Chloro-3-nitro-benzoic acid methyl ester), C(CN)N (ethylenediamine). The solvent is C(CCC)O (n-butanol). Conditions: temperature 80 celsius. The product is [N+](=O)([O-])C1=CC=CC2=C1NCCNC2=O (9-Nitro-1,2,3,4-tetrahydro-benzo[e][1,4]diazepin-5-one). Yield: 46.7%. Reaction SMILES: CO[C:3](=[O:14])[C:4]1[CH:9]=[CH:8][CH:7]=[C:6]([N+:10]([O-:12])=[O:11])[C:5]=1Cl.C([O-])([O-])=O.[Na+].[Na+].[CH2:21]([NH2:24])[CH2:22][NH2:23]>C(O)CCC>[N+:10]([C:6]1[C:5]2[NH:23][CH2:22][CH2:21][NH:24][C:3](=[O:14])[C:4]=2[CH:9]=[CH:8][CH:7]=1)([O-:12])=[O:11] |f:1.2.3|. Procedure details: 2-Chloro-3-nitro-benzoic acid methyl ester (2.00 g, 9.3 mmol) was dissolved in n-butanol (10 ml). Na2CO3 (986 mg, 9.3 mmol) was added followed by ethylenediamine (622 μL, 9.3 mmol). The reaction mixture was heated to 80° C. for 16 h. The reaction mixture was cooled, filtered, and washed with water (200 ml) to afford 9-Nitro-1,2,3,4-tetrahydro-benzo[e][1,4]diazepin-5-one as a bright orange solid (900 mg, 46%). mp 196-197° C.; LCMS: m/z=208.22 (M+H+); 1H NMR (400 MHz, DMSO-d6) δ 8.70 (m, 1H), 8.39... The reactants are BrN1C(CCC1=O)=O (N-bromosuccinimide), N(=NC(C#N)(C)C)C(C#N)(C)C (2,2′-azobisisobutyronitrile), COC=1C=C2CCC(C2=CC1)=O (5-methoxy-1-indanone). The solvent is C(Cl)(Cl)(Cl)Cl (carbon tetrachloride). Reaction conditions: temperature 85 celsius, time 3 hour. Yields the product BrC1CC(C2=CC=C(C=C12)OC)=O (3-Bromo-5-methoxy-1-indanone). RXN SMILES: [Br:1]N1C(=O)CCC1=O.N(C(C)(C)C#N)=NC(C)(C)C#N.[CH3:21][O:22][C:23]1[CH:24]=[C:25]2[C:29](=[CH:30][CH:31]=1)[C:28](=[O:32])[CH2:27][CH2:26]2>C(Cl)(Cl)(Cl)Cl>[Br:1][CH:26]1[C:25]2[C:29](=[CH:30][CH:31]=[C:23]([O:22][CH3:21])[CH:24]=2)[C:28](=[O:32])[CH2:27]1. Procedure: N-bromosuccinimide (12.1 g, 67.9 mmol) and 2,2′-azobisisobutyronitrile (0.1 g, 0.6 mmol) were added to a solution of 5-methoxy-1-indanone (10.0 g, 61.7 mmol) in carbon tetrachloride (104 mL). The reaction mixture was stirred for 3 hours at 85° C. and then allowed to cool to room temperature. The reaction mixture was filtered through Celite, which was then washed with CH2Cl2 (100 mL). The filtrate was washed with brine (50 mL), dried over MgSO4, and concentrated to afford the subtitle compound, w... As a reaction SMILES: [CH2:20]([CH2:21][CH2:22][CH3:23])[Sn:24]([CH2:25][CH2:26][CH2:27][CH3:28])([CH2:29][CH2:30][CH2:31][CH3:32])[Cl:33].[CH2:34]1[O:35][CH2:36][CH2:37][CH2:38]1.[CH3:15][CH2:16][CH2:17][CH2:18][Li:19].[CH3:1][C:2]12[CH2:3][O:4][C:5]([c:10]3[o:11][cH:12][cH:13][cH:14]3)([O:6][CH2:7]1)[O:8][CH2:9]2>>[CH3:1][C:2]12[CH2:3][O:4][C:5]([c:10]3[o:11][c:12]([Sn:24]([CH2:20][CH2:21][CH2:22][CH3:23])([CH2:25][CH2:26][CH2:27][CH3:28])[CH2:29][CH2:30][CH2:31][CH3:32])[cH:13][cH:14]3)([O:6][CH2:7]1)[O:8][CH2:9]2. Product: CCCC[Sn](CCCC)(CCCC)c1ccc(C23OCC(C)(CO2)CO3)o1. Starting materials: CCCC[Sn](Cl)(CCCC)CCCC, C1CCOC1, [Li]CCCC, CC12COC(c3ccco3)(OC1)OC2.